This data is from the Open Reaction Database (ORD), a public repository of structured organic reaction records. The task is: describe an organic reaction: reactants, conditions, products, and yield Starting materials: Cl.CN(CCCN=C=NCC)C (1-(3-dimethylaminopropyl)-3-ethylcarbodiimide hydrochloride), Cl.NCC1=C2C(N(C(C2=CC=C1)=O)C1C(NC(CC1)=O)=O)=O (4-aminomethyl-2-(2,6-dioxo-piperidin-3-yl)-isoindole-1,3-dione hydrochloride), N12CCCCCC2=NCCC1 (1,8-diazabicyclo[5,4,0]undec-7-ene), ON1N=NC2=C1C=CC=C2 (1-hydroxybenzotriazole), S1C=C(C=C1)CC(=O)O (3-thiopheneacetic acid). Run in C(C)#N (acetonitrile). Reaction conditions: time 10 minute. Product: O=C1NC(CCC1N1C(C2=CC=CC(=C2C1=O)CNC(CC1=CSC=C1)=O)=O)=O (N-[2-(2,6-dioxo-piperidin-3-yl)-1,3-dioxo-2,3-dihydro-1H-isoindol-4-ylmethyl]-2-thiophen-3-yl-acetamide). Isolated yield 77.3%. Reaction SMILES: Cl.[NH2:2][CH2:3][C:4]1[CH:12]=[CH:11][CH:10]=[C:9]2[C:5]=1[C:6](=[O:22])[N:7]([CH:14]1[CH2:19][CH2:18][C:17](=[O:20])[NH:16][C:15]1=[O:21])[C:8]2=[O:13].N12CCCN=C1CCCCC2.ON1C2C=CC=CC=2N=N1.[S:44]1[CH:48]=[CH:47][C:46]([CH2:49][C:50](O)=[O:51])=[CH:45]1.Cl.CN(C)CCCN=C=NCC>C(#N)C>[O:21]=[C:15]1[CH:14]([N:7]2[C:6](=[O:22])[C:5]3[C:9](=[CH:10][CH:11]=[CH:12][C:4]=3[CH2:3][NH:2][C:50](=[O:51])[CH2:49][C:46]3[CH:47]=[CH:48][S:44][CH:45]=3)[C:8]2=[O:13])[CH2:19][CH2:18][C:17](=[O:20])[NH:16]1 |f:0.1,5.6|. Reported procedure: To a stirred suspension of 4-aminomethyl-2-(2,6-dioxo-piperidin-3-yl)-isoindole-1,3-dione hydrochloride (0.7 g, 2.2 mmol) in acetonitrile (60 mL), was added 1,8-diazabicyclo[5,4,0]undec-7-ene (0.8 g, 5.4 mmol). After stirring for 10 minutes, 1-hydroxybenzotriazole (0.4 g, 2.6 mmol) and 3-thiopheneacetic acid (0.3 g, 2.4 mmol) were added, followed by 1-(3-dimethylaminopropyl)-3-ethylcarbodiimide hydrochloride (0.6 g, 3.2 mmol). The mixture was stirred at room temperature overnight then was concen... Reactants: [OH-].[K+] (Potassium hydroxide), resultant solution, COC=1C=C(C(=O)C2=CN(C3=CC=CC=C23)CCCC(=O)OCC)C=CC1OC(CCN1CCN(CC1)C1=C(C=CC=C1)OC)C1=CC=C(C=C1)C (Ethyl 4-{3-{3-methoxy-4-{1-(4-methylphenyl)-3-[4-(2-methoxyphenyl)piperazin-1-yl]propoxy}benzoyl} indol-1-yl}butanoate). Solvent: C(C)O (ethanol). Conditions: time 8 hour. Yields the product COC=1C=C(C(=O)C2=CN(C3=CC=CC=C23)CCCC(=O)[O-])C=CC1OC(CCN1CCN(CC1)C1=C(C=CC=C1)OC)C1=CC=C(C=C1)C.[K+] (potassium 4-{3-{3-methoxy-4-{1-(4-methylphenyl)-3-[4-(2-methoxyphenyl)piperazin-1-yl]propoxy}benzoyl}indol-1-yl}butanoate). Yield: 66.1%. Reaction SMILES: [CH3:1][O:2][C:3]1[CH:4]=[C:5]([CH:25]=[CH:26][C:27]=1[O:28][CH:29]([C:46]1[CH:51]=[CH:50][C:49]([CH3:52])=[CH:48][CH:47]=1)[CH2:30][CH2:31][N:32]1[CH2:37][CH2:36][N:35]([C:38]2[CH:43]=[CH:42][CH:41]=[CH:40][C:39]=2[O:44][CH3:45])[CH2:34][CH2:33]1)[C:6]([C:8]1[C:16]2[C:11](=[CH:12][CH:13]=[CH:14][CH:15]=2)[N:10]([CH2:17][CH2:18][CH2:19][C:20]([O:22]CC)=[O:21])[CH:9]=1)=[O:7].[OH-].[K+:54]>C(O)C>[CH3:1][O:2][C:3]1[CH:4]=[C:5]([CH:25]=[CH:26][C:27]=1[O:28][CH:29]([C:46]1[CH:47]=[CH:48][C:49]([CH3:52])=[CH:50][CH:51]=1)[CH2:30][CH2:31][N:32]1[CH2:33][CH2:34][N:35]([C:38]2[CH:43]=[CH:42][CH:41]=[CH:40][C:39]=2[O:44][CH3:45])[CH2:36][CH2:37]1)[C:6]([C:8]1[C:16]2[C:11](=[CH:12][CH:13]=[CH:14][CH:15]=2)[N:10]([CH2:17][CH2:18][CH2:19][C:20]([O-:22])=[O:21])[CH:9]=1)=[O:7].[K+:54] |f:1.2,4.5|. Procedure: Ethyl 4-{3-{3-methoxy-4-{1-(4-methylphenyl)-3-[4-(2-methoxyphenyl)piperazin-1-yl]propoxy}benzoyl} indol-1-yl}butanoate (2.00 g) was dissolved in ethanol (20 ml). Potassium hydroxide (0.64 g) was added to the resultant solution and stirred overnight at room temperature. After removing the solvent, the residue was purified using an HP-20 column, obtaining 1.34 g of potassium 4-{3-{3-methoxy-4-{1-(4-methylphenyl)-3-[4-(2-methoxyphenyl)piperazin-1-yl]propoxy}benzoyl}indol-1-yl}butanoate as amorphous...